This data is from the Open Reaction Database (ORD), a public repository of structured organic reaction records. The task is: describe an organic reaction: reactants, conditions, products, and yield Starting materials: COc1cc([N+](=O)[O-])ccc1S(=O)(=O)Cl, O=c1[nH]c2ccc(Cl)cc2n1-c1ccccc1, [H-], [Na+], CN(C)C=O, O. Product: COc1cc([N+](=O)[O-])ccc1S(=O)(=O)n1c(=O)n(-c2ccccc2)c2cc(Cl)ccc21. RXN SMILES: [CH3:20][O:21][c:22]1[c:23]([S:31](=[O:32])(=[O:33])[Cl:34])[cH:24][cH:25][c:26]([N+:28](=[O:29])[O-:30])[cH:27]1.[Cl:3][c:4]1[cH:5][c:6]2[c:7]([nH:8][c:9](=[O:17])[n:10]2-[c:11]2[cH:12][cH:13][cH:14][cH:15][cH:16]2)[cH:18][cH:19]1.[H-:1].[Na+:2].[O:36]=[CH:37][N:38]([CH3:39])[CH3:40].[OH2:35]>>[Cl:3][c:4]1[cH:5][c:6]2[c:7]([n:8]([S:31]([c:23]3[c:22]([O:21][CH3:20])[cH:27][c:26]([N+:28](=[O:29])[O-:30])[cH:25][cH:24]3)(=[O:32])=[O:33])[c:9](=[O:17])[n:10]2-[c:11]2[cH:12][cH:13][cH:14][cH:15][cH:16]2)[cH:18][cH:19]1.